Dataset: the Open Reaction Database (ORD), a public repository of structured organic reaction records. Task: describe an organic reaction: reactants, conditions, products, and yield Reactants: C1CCOC1, [Cl-], ClCCl, [NH4+], CC1(C)OB(c2cnc(-c3cccc(Cn4nc(-c5cccc(C#N)c5)ccc4=O)c3)nc2)OC1(C)C, O. Product: N#Cc1cccc(-c2ccc(=O)n(Cc3cccc(-c4ncc(O)cn4)c3)n2)c1. Reaction SMILES: [CH2:40]1[CH2:43][CH2:42][CH2:41][O:44]1.[Cl-:38].[Cl:46][CH2:47][Cl:48].[NH4+:39].[O:1]=[c:2]1[cH:3][cH:4][c:5](-[c:30]2[cH:31][c:32]([C:33]#[N:34])[cH:35][cH:36][cH:37]2)[n:6][n:7]1[CH2:8][c:9]1[cH:10][c:11](-[c:15]2[n:16][cH:17][c:18]([B:21]3[O:22][C:23]([CH3:24])([CH3:25])[C:26]([CH3:27])([CH3:28])[O:29]3)[cH:19][n:20]2)[cH:12][cH:13][cH:14]1.[OH2:45]>>[O:1]=[c:2]1[cH:3][cH:4][c:5](-[c:30]2[cH:31][c:32]([C:33]#[N:34])[cH:35][cH:36][cH:37]2)[n:6][n:7]1[CH2:8][c:9]1[cH:10][c:11](-[c:15]2[n:16][cH:17][c:18]([OH:44])[cH:19][n:20]2)[cH:12][cH:13][cH:14]1. Starting materials: C1(=CC=CC=C1)S(=O)(=O)CC1=NNC(=N1)C1=CC=CC=C1 (3-benzenesulfonylmethyl-5-phenyl-1H-[1,2,4]triazole), N1=CC(=CC=C1)C=CC#N (3-pyridin-3-yl-acrylonitrile). Product: C1(=CC=CC=C1)C1=NN2C(C=C(C=C2N)C=2C=NC=CC2)=N1 (2-Phenyl-7-pyridin-3-yl-[1,2,4]triazolo[1,5-a]pyridin-5-ylamine). Reaction SMILES: C1(S([CH2:10][C:11]2[N:15]=[C:14]([C:16]3[CH:21]=[CH:20][CH:19]=[CH:18][CH:17]=3)[NH:13][N:12]=2)(=O)=O)C=CC=CC=1.[N:22]1[CH:27]=[CH:26][CH:25]=[C:24]([CH:28]=[CH:29][C:30]#[N:31])[CH:23]=1>>[C:16]1([C:14]2[N:15]=[C:11]3[CH:10]=[C:28]([C:24]4[CH:23]=[N:22][CH:27]=[CH:26][CH:25]=4)[CH:29]=[C:30]([NH2:31])[N:12]3[N:13]=2)[CH:17]=[CH:18][CH:19]=[CH:20][CH:21]=1. Reported procedure: The title compound, mp. 201-203° C., MS m/e (%): 288 (M+H+, 100), was prepared in accordance with the general method of example 22 from 3-benzenesulfonylmethyl-5-phenyl-1H-[1,2,4]triazole and 3-pyridin-3-yl-acrylonitrile. The reactants are NCC1=C(N=C2N1C1CC(C3=C2C=C(C(=C3)F)Br)C1)C(=O)N (3-(aminomethyl)-10-bromo-9-fluoro-6,7-dihydro-5H-5,7-methanobenzo[c]imidazo[1,2-a]azepine-2-carboxamide), C(C(C)(C)C)(=O)O (pivalic acid). Product: BrC=1C(=CC2=C(C=3N(C4CC2C4)C(=C(N3)C(=O)N)CNC(C(C)(C)C)=O)C1)F (10-bromo-9-fluoro-3-(pivalamidomethyl)-6,7-dihydro-5H-5,7-methanobenzo[c]imidazo[1,2-a]azepine-2-carboxamide). Reaction SMILES: [NH2:1][CH2:2][C:3]1[N:7]2[CH:8]3[CH2:19][CH:10]([C:11]4[CH:16]=[C:15]([F:17])[C:14]([Br:18])=[CH:13][C:12]=4[C:6]2=[N:5][C:4]=1[C:20]([NH2:22])=[O:21])[CH2:9]3.[C:23](O)(=[O:28])[C:24]([CH3:27])([CH3:26])[CH3:25]>>[Br:18][C:14]1[C:15]([F:17])=[CH:16][C:11]2[CH:10]3[CH2:9][CH:8]([CH2:19]3)[N:7]3[C:3]([CH2:2][NH:1][C:23](=[O:28])[C:24]([CH3:27])([CH3:26])[CH3:25])=[C:4]([C:20]([NH2:22])=[O:21])[N:5]=[C:6]3[C:12]=2[CH:13]=1. Procedure: 3-(aminomethyl)-10-bromo-9-fluoro-6,7-dihydro-5H-5,7-methanobenzo[c]imidazo[1,2-a]azepine-2-carboxamide was reacted with pivalic acid similarly to as described in Example 2 with non-critical modifications to afford crude 10-bromo-9-fluoro-3-(pivalamidomethyl)-6,7-dihydro-5H-5,7-methanobenzo[c]imidazo[1,2-a]azepine-2-carboxamide which was reacted directly with 2-methyl-3-butyne-ol via General Procedure F to afford 15 mg (37%) of 3-[(2,2-dimethylpropanoylamino)methyl]-9-fluoro-10-(3-hydroxy-3-meth...